This data is from the Open Reaction Database (ORD), a public repository of structured organic reaction records. The task is: describe an organic reaction: reactants, conditions, products, and yield Starting materials: [Cr](=O)(=O)([O-])Cl.[NH+]1=CC=CC=C1 (pyridiniumchlorochromate), OC(CCC[C@@H](C)[C@@H]1[C@]2(CCC[C@@H]([C@@H]2CCC1)O)C)(C)C ((1S,4aR,5R,8aR)-5-[(R)-5-Hydroxy-1,5-dimethyl-hexyl]-4a-methyl-decahydro-naphtalen-1-ol), C(C)OCC (diethylether). Run in C(Cl)Cl (CH2Cl2). Conditions: time 4 hour. The product is OC(CCC[C@@H](C)[C@@H]1[C@]2(CCCC([C@@H]2CCC1)=O)C)(C)C ((4aR,5R,8aR)-5-[(R)-5-Hydroxy-1,5-dimethyl-hexyl]-4a-methyl-octahydro-naphtalen-1-one). The yield is 85.4%. Reaction SMILES: [OH:1][C:2]([CH3:21])([CH3:20])[CH2:3][CH2:4][CH2:5][C@H:6]([C@H:8]1[CH2:17][CH2:16][CH2:15][C@@H:14]2[C@:9]1([CH3:19])[CH2:10][CH2:11][CH2:12][C@@H:13]2[OH:18])[CH3:7].[Cr](Cl)([O-])(=O)=O.[NH+]1C=CC=CC=1.C(OCC)C>C(Cl)Cl>[OH:1][C:2]([CH3:20])([CH3:21])[CH2:3][CH2:4][CH2:5][C@H:6]([C@H:8]1[CH2:17][CH2:16][CH2:15][C@@H:14]2[C@:9]1([CH3:19])[CH2:10][CH2:11][CH2:12][C:13]2=[O:18])[CH3:7] |f:1.2|. Procedure: To a solution of 104 mg (0.35 mMol) of (1S,4aR,5R,8aR)-5-[(R)-5-Hydroxy-1,5-dimethyl-hexyl]-4a-methyl-decahydro-naphtalen-1-ol in 2 ml of CH2Cl2 are added under stirring 91.5 mg (0.42 mMol) of pyridiniumchlorochromate. The reaction mixture is kept stirring for 4 hours, diethylether is added and the slurry is filtered through Florisil using diethylether as eluant. The residue obtained after evaporation in vacuo is chromatographed over 5 g of silicagel with CH2Cl2 /ethylacetate 9/1 to yield 88 mg ... The reactants are CO, [Li+], CCOC(=O)C1CCCN(C(=O)OC(C)(C)C)C1, [OH-], O. Product: CC(C)(C)OC(=O)N1CCCC(C(=O)O)C1. RXN SMILES: [CH3:21][OH:22].[Li+:20].[N:1]1([C:12](=[O:13])[O:14][C:15]([CH3:16])([CH3:17])[CH3:18])[CH2:2][CH:3]([C:7](=[O:8])[O:9][CH2:10][CH3:11])[CH2:4][CH2:5][CH2:6]1.[OH-:19].[OH2:23]>>[N:1]1([C:12](=[O:13])[O:14][C:15]([CH3:16])([CH3:17])[CH3:18])[CH2:2][CH:3]([C:7](=[O:8])[OH:9])[CH2:4][CH2:5][CH2:6]1.